From a dataset of the Open Reaction Database (ORD), a public repository of structured organic reaction records. describe an organic reaction: reactants, conditions, products, and yield The reactants are Br, CCC(=O)O, Oc1ccccc1, Cc1ccc(S(=O)(=O)N2Cc3ccc(F)cc3C2)cc1. The product is Fc1ccc2c(c1)CNC2. As a reaction SMILES: [BrH:33].[CH3:28][CH2:29][C:30](=[O:31])[OH:32].[OH:21][c:22]1[cH:23][cH:24][cH:25][cH:26][cH:27]1.[c:1]1([CH3:2])[cH:3][cH:4][c:5]([S:6](=[O:7])(=[O:8])[N:10]2[CH2:11][c:12]3[cH:13][cH:14][c:15]([F:19])[cH:16][c:17]3[CH2:18]2)[cH:9][cH:20]1>>[NH:10]1[CH2:11][c:12]2[cH:13][cH:14][c:15]([F:19])[cH:16][c:17]2[CH2:18]1. The reactants are [OH-].[K+] (potassium hydroxide), C(C)OC(C(C(=O)OCC)CCCC1CCCCC1)=O ((3-cyclohexylpropyl)-malonic acid diethyl ester). Solvent: C(C)O (ethanol), C(C)O (ethanol). Run at time 24 hour. Yields the product C(C)OC(C(C(=O)O)CCCC1CCCCC1)=O ((3-Cyclohexylpropyl)-malonic acid ethyl ester). RXN SMILES: [OH-].[K+].[CH2:3]([O:5][C:6](=[O:22])[CH:7]([CH2:13][CH2:14][CH2:15][CH:16]1[CH2:21][CH2:20][CH2:19][CH2:18][CH2:17]1)[C:8]([O:10]CC)=[O:9])[CH3:4]>C(O)C>[CH2:3]([O:5][C:6](=[O:22])[CH:7]([CH2:13][CH2:14][CH2:15][CH:16]1[CH2:17][CH2:18][CH2:19][CH2:20][CH2:21]1)[C:8]([OH:10])=[O:9])[CH3:4] |f:0.1|. Reported procedure: A solution of 13.5 g of potassium hydroxide in 160 ml of ethanol is added dropwise in the course of one hour and while stirring to 68 g of (3-cyclohexylpropyl)-malonic acid diethyl ester (prepared analogously to Example 4d), dissolved in 160 ml of ethanol. After stirring for 24 hours at room temperature, the mixture is concentrated considerably in vacuo and the residue is dissolved in 400 ml of water and extracted with 300 ml of diethyl ether. 40 ml of half-concentrated hydrochloric acid are add... The reactants are NC1=C(SC2=CN=CC(=C21)OC2=CC=C(C=C2)Cl)C(=O)O (3-Amino-4-(4-chlorophenoxy)thieno[2,3-c]pyridine-2-carboxylic acid), O.ON1N=NC2=C1C=CC=C2 (1-hydroxybenzotriazole hydrate), [NH4+].[Cl-] (NH4Cl), CN1CCOCC1 (4-methylmorpholine), Cl.CN(CCCN=C=NCC)C (1-[3-(dimethylamino)propyl]-3-ethylcarbodiimide hydrochloride), C(=O)(O)[O-].[Na+] (NaHCO3). The solvent is CN(C)C=O (DMF). Conditions: temperature 0 celsius, time 8 hour. The product is NC1=C(SC2=CN=CC(=C21)OC2=CC=C(C=C2)Cl)C(=O)N (3-amino-4-(4-chlorophenoxy)thieno[2,3-c]pyridine-2-carboxamide). As a reaction SMILES: [NH2:1][C:2]1[C:10]2[C:5](=[CH:6][N:7]=[CH:8][C:9]=2[O:11][C:12]2[CH:17]=[CH:16][C:15]([Cl:18])=[CH:14][CH:13]=2)[S:4][C:3]=1[C:19]([OH:21])=O.O.O[N:24]1C2C=CC=CC=2N=N1.[NH4+].[Cl-].CN1CCOCC1.Cl.CN(C)CCCN=C=NCC.C([O-])(O)=O.[Na+]>CN(C=O)C>[NH2:1][C:2]1[C:10]2[C:5](=[CH:6][N:7]=[CH:8][C:9]=2[O:11][C:12]2[CH:17]=[CH:16][C:15]([Cl:18])=[CH:14][CH:13]=2)[S:4][C:3]=1[C:19]([NH2:24])=[O:21] |f:1.2,3.4,6.7,8.9|. Reported procedure: A solution of Example 131C (96 mg, 0.3 mmol) in DMF (2 mL) is treated with 1-hydroxybenzotriazole hydrate (67 mg, 0.44 mmol), NH4Cl (61 mg, 1.14 mmol) and 4-methylmorpholine (100 μL, 0.9 mmol), cooled to 0° C., treated with 1-[3-(dimethylamino)propyl]-3-ethylcarbodiimide hydrochloride (86 mg, 0.45 mmol), warmed to room temperature, stirred overnight, poured into saturated NaHCO3, collected, washed with water and dried. The residue is recrystallized from methanol/toluene/hexanes to provide the ti... Starting materials: BrCC=1C=C(C#N)C=CC1 (3-(bromomethyl)benzonitrile), N1C(C2(C3=CC=CC=C13)C1=C(OC2)C=C2OCCC2=C1)=O (5,6-dihydrospiro[benzo[1,2-b:5,4-b′]difuran-3,3′-indol]-2′(1′H)-one), BrCC1OCCCC1 (2-(bromomethyl)tetrahydro-2H-pyran), N1C([C@]2(C3=CC=CC=C13)COC1=CC3=C(OCCO3)C=C12)=O ((8S)-2,3-dihydrospiro[furo[2,3-g][1,4]benzodioxine-8,3′-indol]-2′(1′H)-one). Reported procedure: Following the procedure as described in EXAMPLE 4 and making non-critical variations using 3-(bromomethyl)benzonitrile to replace 2-(bromomethyl)tetrahydro-2H-pyran, and (8S)-2,3-dihydrospiro[furo[2,3-g][1,4]benzodioxine-8,3′-indol]-2′(1′H)-one to replace 5,6-dihydrospiro[benzo[1,2-b:5,4-b′]difuran-3,3′-indol]-2′(1′H)-one, 3-{[(8S)-2′-oxo-2,3-dihydrospiro[furo[2,3-g][1,4]-benzodioxine-8,3′-indol]-1′(2′H)-yl]methyl}benzonitrile was obtained (75%) as a colorless solid: mp 94-96° C. (isopropyl alco... RXN SMILES: Br[CH2:2][C:3]1[CH:4]=[C:5]([CH:8]=[CH:9][CH:10]=1)[C:6]#[N:7].BrCC1CCCCO1.[NH:19]1[C:27]2[C:22](=[CH:23][CH:24]=[CH:25][CH:26]=2)[C@@:21]2([C:39]3[C:30](=[CH:31][C:32]4[O:37][CH2:36][CH2:35][O:34][C:33]=4[CH:38]=3)[O:29][CH2:28]2)[C:20]1=[O:40].N1C2C(=CC=CC=2)C2(COC3C=C4C(=CC2=3)CCO4)C1=O>>[O:40]=[C:20]1[C@:21]2([C:39]3[C:30](=[CH:31][C:32]4[O:37][CH2:36][CH2:35][O:34][C:33]=4[CH:38]=3)[O:29][CH2:28]2)[C:22]2[C:27](=[CH:26][CH:25]=[CH:24][CH:23]=2)[N:19]1[CH2:2][C:3]1[CH:4]=[C:5]([CH:8]=[CH:9][CH:10]=1)[C:6]#[N:7]. Product: O=C1N(C2=CC=CC=C2[C@]12COC1=CC3=C(OCCO3)C=C12)CC=1C=C(C#N)C=CC1 (3-{[(8S)-2′-oxo-2,3-dihydrospiro[furo[2,3-g][1,4]-benzodioxine-8,3′-indol]-1′(2′H)-yl]methyl}benzonitrile). The reactants are ClC=1C=CC(=C2C3(NC(NC12)=O)CCCCC3)O[C@@H]3C[C@H](C3)C(=O)O (trans-3-[(8′-Chloro-2′-oxo-2′,3′-dihydro-1′H-spiro[cyclohexane-1,4′-quina-zolin]-5′-yl)oxy]cyclobutanecarboxylic acid), FC=1C=CC(=C2C3(NC(NC12)=O)CCCCC3)OCC3(CCC3)C(=O)O (1-[(8′-fluoro-2′-oxo-2′,3′-dihydro-1′H-spiro[cyclohexane-1,4′-quinazolin]-5′-yl)oxymethyl]cyclobutanecarboxylic acid), trans-3-[(8′-chloro-2′-oxo-2′,3′-dihydro-1′H-spiro[cycloheptyl-1,4′-quina-zolin]-5′-yl)oxy]cyclobutanecarboxylic acid, FC=1C=CC(=C2C3(NC(NC12)=O)CCCCC3)OCC3CC(C3)C(=O)O (3-[(8′-fluoro-2′-oxo-2′,3′-dihydro-1′H-spiro[cyclohexane-1,4′-quinazolin]-5′-yl)oxymethyl]cyclobutanecarboxylic acid), C(#N)C=1C=CC(=C2C3(NC(NC12)=O)CCCCC3)O[C@@H]3C[C@H](C3)C(=O)O (trans-3-[(8′-cyano-2′-oxo-2′,3′-dihydro-1′H-spiro[cyclohexane-1,4′-quinaz-olin]-5′-yl)oxy]cyclobutanecarboxylic acid), trans-3-[(8′-chloro-2′-oxo-2′,3′-dihydro-1′H-spiro[cyclopentyl-1,4′-quinazolin]-5′-yl)oxy]cyclobutanecarboxylic acid. Yields the product ClC=1C=CC(=C2C3(NC(NC12)=O)CCCCC3)O[C@H]3C[C@H](C3)C(=O)O (cis-3-[(8′-Chloro-2′-oxo-2′,3′-dihydro-1′H-spiro[cyclohexane-1,4′-quinazo-lin]-5′-yl)oxy]cyclobutanecarboxylic acid). As a reaction SMILES: [Cl:1][C:2]1[CH:3]=[CH:4][C:5]([O:18][C@H:19]2[CH2:22][C@H:21]([C:23]([OH:25])=[O:24])[CH2:20]2)=[C:6]2[C:11]=1[NH:10][C:9](=[O:12])[NH:8][C:7]12[CH2:17][CH2:16][CH2:15][CH2:14][CH2:13]1.FC1C=CC(OCC2CC(C(O)=O)C2)=C2C=1NC(=O)NC12CCCCC1.C(C1C=CC(O[C@H]2C[C@H](C(O)=O)C2)=C2C=1NC(=O)NC12CCCCC1)#N.FC1C=CC(OCC2(C(O)=O)CCC2)=C2C=1NC(=O)NC12CCCCC1>>[Cl:1][C:2]1[CH:3]=[CH:4][C:5]([O:18][C@@H:19]2[CH2:20][C@H:21]([C:23]([OH:25])=[O:24])[CH2:22]2)=[C:6]2[C:11]=1[NH:10][C:9](=[O:12])[NH:8][C:7]12[CH2:17][CH2:16][CH2:15][CH2:14][CH2:13]1. Procedure details: trans-3-[(8′-Chloro-2′-oxo-2′,3′-dihydro-1′H-spiro[cyclohexane-1,4′-quina-zolin]-5′-yl)oxy]cyclobutanecarboxylic acid; 3-[(8′-fluoro-2′-oxo-2′,3′-dihydro-1′H-spiro[cyclohexane-1,4′-quinazolin]-5′-yl)oxymethyl]cyclobutanecarboxylic acid; trans-3-[(8′-cyano-2′-oxo-2′,3′-dihydro-1′H-spiro[cyclohexane-1,4′-quinaz-olin]-5′-yl)oxy]cyclobutanecarboxylic acid; 1-[(8′-fluoro-2′-oxo-2′,3′-dihydro-1′H-spiro[cyclohexane-1,4′-quinazolin]-5′-yl)oxymethyl]cyclobutanecarboxylic acid; trans-3-[(8′-chloro-2′-oxo-... The product is COC(=O)c1ccc(C(C)F)cc1[N+](=O)[O-]. Reactants: CCN(CC)S(F)(F)F, COC(=O)c1ccc(C(C)O)cc1[N+](=O)[O-], ClCCl, [Na+], O=C([O-])O. RXN SMILES: [CH2:17]([N:18]([S:19]([F:20])([F:21])[F:23])[CH2:22][CH3:24])[CH3:25].[CH3:1][O:2][C:3]([c:4]1[c:5]([N+:13](=[O:14])[O-:15])[cH:6][c:7]([CH:10]([CH3:11])[OH:12])[cH:8][cH:9]1)=[O:16].[Cl:31][CH2:32][Cl:33].[Na+:30].[O-:26][C:27]([OH:28])=[O:29]>>[CH3:1][O:2][C:3]([c:4]1[c:5]([N+:13](=[O:14])[O-:15])[cH:6][c:7]([CH:10]([CH3:11])[F:23])[cH:8][cH:9]1)=[O:16]. Starting materials: NNC(=S)N (Thiosemicarbazide), O=C(CNC(C1=CC=CC=C1)=O)C1=CC=CC=C1 (N-(2-oxo-2-phenyl-ethyl)-benzamide), Cl (HCl), O (water). The solvent is CO (methanol). The product is NC(=S)NN=C(CNC(C1=CC=CC=C1)=O)C1=CC=CC=C1 (N-[2-[(Aminothioxomethyl)hydrazono]-2-phenylethyl]benzamide). Isolated yield 109.6%. As a reaction SMILES: [NH2:1][NH:2][C:3]([NH2:5])=[S:4].O=[C:7]([C:18]1[CH:23]=[CH:22][CH:21]=[CH:20][CH:19]=1)[CH2:8][NH:9][C:10](=[O:17])[C:11]1[CH:16]=[CH:15][CH:14]=[CH:13][CH:12]=1.Cl.O>CO>[NH2:5][C:3]([NH:2][N:1]=[C:7]([C:18]1[CH:23]=[CH:22][CH:21]=[CH:20][CH:19]=1)[CH2:8][NH:9][C:10](=[O:17])[C:11]1[CH:16]=[CH:15][CH:14]=[CH:13][CH:12]=1)=[S:4]. Procedure: Thiosemicarbazide (1.33 g, 14.6 mmol) was added to a solution of N-(2-oxo-2-phenyl-ethyl)-benzamide (3.5 g, 14.6 mmol), prepared in the previous step, in 53 ml of methanol plus 4 ml of 1N HCl plus 3.75 ml of water and the reaction stirred at room temperature overnight. The solvent was removed under reduced pressure to give 5.0 g of an off-white solid. Recrystallization of this solid from isopropyl alcohol gave the title compound (3.64 g, 80%) as a white solid, mp 171-172° C. Starting materials: CC(C)=O, O=Cc1ccc(-c2ccc(C(CC3CCOCC3)c3ccc(S(=O)(=O)C4CC4)cc3)[nH]2)nc1, [K+], O=[Mn](=O)(=O)[O-], [Na+], [Na+], O=S([O-])[O-]. Yields the product O=C(O)c1ccc(-c2ccc(C(CC3CCOCC3)c3ccc(S(=O)(=O)C4CC4)cc3)[nH]2)nc1. RXN SMILES: [CH3:46][C:47](=[O:48])[CH3:49].[CH:1]1([S:4](=[O:5])(=[O:6])[c:7]2[cH:8][cH:9][c:10]([CH:13]([CH2:14][CH:15]3[CH2:16][CH2:17][O:18][CH2:19][CH2:20]3)[c:21]3[cH:22][cH:23][c:24](-[c:26]4[cH:27][cH:28][c:29]([CH:32]=[O:33])[cH:30][n:31]4)[nH:25]3)[cH:11][cH:12]2)[CH2:2][CH2:3]1.[K+:39].[Mn:34](=[O:35])([O-:36])(=[O:37])=[O:38].[Na+:44].[Na+:45].[S:40]([O-:41])([O-:42])=[O:43]>>[CH:1]1([S:4](=[O:5])(=[O:6])[c:7]2[cH:8][cH:9][c:10]([CH:13]([CH2:14][CH:15]3[CH2:16][CH2:17][O:18][CH2:19][CH2:20]3)[c:21]3[cH:22][cH:23][c:24](-[c:26]4[cH:27][cH:28][c:29]([C:32](=[O:33])[OH:35])[cH:30][n:31]4)[nH:25]3)[cH:11][cH:12]2)[CH2:2][CH2:3]1. Starting materials: BrC1=CC(=C(C(=O)OC)C=C1)F (methyl 4-bromo-2-fluorobenzoate), C1(CC1)B(O)O (cyclopropylboronic acid). Product: C1(CC1)C1=CC(=C(C(=O)OC)C=C1)F (methyl 4-cyclopropyl-2-fluorobenzoate). RXN SMILES: Br[C:2]1[CH:11]=[CH:10][C:5]([C:6]([O:8][CH3:9])=[O:7])=[C:4]([F:12])[CH:3]=1.[CH:13]1(B(O)O)[CH2:15][CH2:14]1>>[CH:13]1([C:2]2[CH:11]=[CH:10][C:5]([C:6]([O:8][CH3:9])=[O:7])=[C:4]([F:12])[CH:3]=2)[CH2:15][CH2:14]1. Procedure: The title compound was prepared from methyl 4-bromo-2-fluorobenzoate and cyclopropylboronic acid according to the procedure for the preparation of EXAMPLE 152, part A. 1H NMR (400 MHz, CDCl3): δ 0.74-0.78 (2H, m), 1.04-1.09 (2H, m), 1.87-1.94 (1H, m), 3.90 (3H, s), 6.75-6.79 (1H, m), 6.86-6.89 (1H, m), 7.79-7.82 (1H, m). Starting materials: NCC(COC1=CC=CC=2NC3=CC=CC=C3C12)O (1-amino-3-(9H-carbazol-4-yloxy)-propan-2-ol), C(CCC)NS(=O)(=O)C1=CC=C(C=C1)N1CCC(CC1)=O (N-butyl-4-(4-oxo-piperidin-1-yl)-benzenesulfonamide). Product: C(CCC)NS(=O)(=O)C1=CC=C(C=C1)N1CCC(CC1)NC[C@@H](COC1=CC=CC=2NC3=CC=CC=C3C12)O (N-Butyl-4-{4-[(2S)-3-(9H-carbazol-4-yloxy)-2-hydroxy-propylamino]-piperidin-1-yl}-benzenesulfonamide). Reaction SMILES: [NH2:1][CH2:2][CH:3]([OH:19])[CH2:4][O:5][C:6]1[C:18]2[C:17]3[C:12](=[CH:13][CH:14]=[CH:15][CH:16]=3)[NH:11][C:10]=2[CH:9]=[CH:8][CH:7]=1.[CH2:20]([NH:24][S:25]([C:28]1[CH:33]=[CH:32][C:31]([N:34]2[CH2:39][CH2:38][C:37](=O)[CH2:36][CH2:35]2)=[CH:30][CH:29]=1)(=[O:27])=[O:26])[CH2:21][CH2:22][CH3:23]>>[CH2:20]([NH:24][S:25]([C:28]1[CH:33]=[CH:32][C:31]([N:34]2[CH2:39][CH2:38][CH:37]([NH:1][CH2:2][C@H:3]([OH:19])[CH2:4][O:5][C:6]3[C:18]4[C:17]5[C:12](=[CH:13][CH:14]=[CH:15][CH:16]=5)[NH:11][C:10]=4[CH:9]=[CH:8][CH:7]=3)[CH2:36][CH2:35]2)=[CH:30][CH:29]=1)(=[O:26])=[O:27])[CH2:21][CH2:22][CH3:23]. Reported procedure: The title compound was prepared from 1-amino-3-(9H-carbazol-4-yloxy)-propan-2-ol and Reference Example 11, N-butyl-4-(4-oxo-piperidin-1-yl)-benzenesulfonamide, according to the procedure of Example 1 as an off-white solid; mp 166-179° C.; 1H NMR (300 MHz, DMSO-d6) δ 0.79 (t, 3H), 1.15-1.40 (m, 6H), 1.75-1.90 (m, 2H), 2.64 (t, 2H), 2.60-3.00 (m, 5H), 3.60-4.20 (m, 5H), 6.69 (d, 1H), 6.80-7.60 (m, 7H), 7.90 (s, 1H), 8.20 (d, 2H), 11.35 (s, 1H); MS (ES) m/z: 551.1 (MH+); HRMS Calcd. for C30H39N4O4S...